From a dataset of the Open Reaction Database (ORD), a public repository of structured organic reaction records. describe an organic reaction: reactants, conditions, products, and yield Reactants: P(C=1C=C(C=CC1)S(=O)(=O)[O-])(C=1C=C(C=CC1)S(=O)(=O)[O-])C=1C=C(C=CC1)S(=O)(=O)[O-].[Na+].[Na+].[Na+] (sodium 3,3′,3″-phosphinetriyltribenzenesulfonate), ClC1=C(C(=C(C=C1)B1OC(C(O1)(C)C)(C)C)F)F (2-(4-Chloro-2,3-difluorophenyl)-4,4,5,5-tetramethyl-1,3,2-dioxaborolane), NC1=CC(=NC(=N1)Cl)C(=O)OC (methyl 6-amino-2-chloropyrimidine-4-carboxylate), [F-].[Cs+] (cesium fluoride). Reagents/catalysts: C(C)(=O)[O-].[Pd+2].C(C)(=O)[O-] (palladium(II) acetate). Run in O (water), C(C)#N (acetonitrile), O (water). Run at temperature 150 celsius. The product is NC1=CC(=NC(=N1)C1=C(C(=C(C=C1)Cl)F)F)C(=O)OC (methyl 6-amino-2-(4-chloro-2,3-difluorophenyl)-pyrimidine-4-carboxylate). Yield: 68.3%. Reaction SMILES: [Cl:1][C:2]1[CH:7]=[CH:6][C:5](B2OC(C)(C)C(C)(C)O2)=[C:4]([F:17])[C:3]=1[F:18].[NH2:19][C:20]1[N:25]=[C:24](Cl)[N:23]=[C:22]([C:27]([O:29][CH3:30])=[O:28])[CH:21]=1.[F-].[Cs+].P(C1C=C(S([O-])(=O)=O)C=CC=1)(C1C=C(S([O-])(=O)=O)C=CC=1)C1C=C(S([O-])(=O)=O)C=CC=1.[Na+].[Na+].[Na+]>O.C([O-])(=O)C.[Pd+2].C([O-])(=O)C.C(#N)C>[NH2:19][C:20]1[N:25]=[C:24]([C:5]2[CH:6]=[CH:7][C:2]([Cl:1])=[C:3]([F:18])[C:4]=2[F:17])[N:23]=[C:22]([C:27]([O:29][CH3:30])=[O:28])[CH:21]=1 |f:2.3,4.5.6.7,9.10.11|. Reported procedure: 2-(4-Chloro-2,3-difluorophenyl)-4,4,5,5-tetramethyl-1,3,2-dioxaborolane (1.4 g, 5.1 mmol, 1.2 equiv) and methyl 6-amino-2-chloropyrimidine-4-carboxylate (800 mg, 4.3 mmol, 1.0 equiv) were sequentially added to a 20 mL Biotage microwave vessel, followed by cesium fluoride (1.3 g, 8.5 mmol, 2.0 equiv), palladium(II) acetate (38 mg, 0.17 mmol, 0.04 equiv), and sodium 3,3′,3″-phosphinetriyltribenzenesulfonate (190 mg, 0.34 mmol, 0.08 equiv). A 3:1 mixture of water:acetonitrile (8.5 mL) was added and... The reactants are C(Br)C1CO1 (epibromohydrin), OC1=CC=C(C=C1)C1=NOC2=C1SC=C2 (3-(4-hydroxyphenyl)thieno[2,3-d]isoxazole), C(C)(C)N (isopropylamine), O1C2=CC(=C(C=C21)C2=NOC1=C2SC=C1)OC (3-(4-epoxymethoxyphenyl)thieno[2,3-d]isoxazole), C(\C=C/C(=O)[O-])(=O)[O-] (maleate). Solvent: C(C)O (ethanol), C(C)(=O)OCC.CCOCC (ethyl acetate ether). The product is C(\C=C/C(=O)O)(=O)O.CC(C)NCC(COC1=CC=C(C=C1)C1=NOC2=C1C=CS2)O (1-[(1-Methylethyl)amino]-3-[4-(thieno[3,2-d]isoxazole-3-yl)phenoxy]-2-propanol maleate). RXN SMILES: [O:1]1[C:7]2[C:2]1=[CH:3][C:4](OC)=[C:5]([C:8]1[C:12]3SC=C[C:11]=3[O:10][N:9]=1)[CH:6]=2.[CH2:18]([CH:20]1[O:22][CH2:21]1)Br.OC1C=CC(C2[C:34]3[S:35]C=C[C:33]=3ON=2)=CC=1.[CH:38]([NH2:41])([CH3:40])[CH3:39].[C:42]([O-:49])(=[O:48])/[CH:43]=[CH:44]\[C:45]([O-:47])=[O:46]>C(OCC)(=O)C.CCOCC.C(O)C>[C:42]([OH:49])(=[O:48])/[CH:43]=[CH:44]\[C:45]([OH:47])=[O:46].[CH3:39][CH:38]([NH:41][CH2:18][CH:20]([OH:22])[CH2:21][O:1][C:2]1[CH:3]=[CH:4][C:5]([C:8]2[C:12]3[CH:33]=[CH:34][S:35][C:11]=3[O:10][N:9]=2)=[CH:6][CH:7]=1)[CH3:40] |f:5.6,8.9|. Procedure: A mixture of 3 g of 3-(4-epoxymethoxyphenyl)thieno[2,3-d]isoxazole (prepared from epibromohydrin and 3-(4-hydroxyphenyl)thieno[2,3-d]isoxazole in substantially the same manner as Example 5), 5 ml of absolute ethanol and 5 ml of isopropylamine was refluxed for three hours. The excess amine and ethanol were removed under a reduced pressure, leaving a residue. The crude product was extracted into 400 ml of ethyl acetate/ether (1:1) and shaken with ice-cold (10%) hydrochloric acid. The aqueous solut... Reactants: [H-].[Na+] (sodium hydride), C(#N)C1CN(C1)C([C@@H](C)NC(=O)C1=CN(C2=NC=C(N=C21)C2=NNC1=CC(=CC=C21)Cl)COCC[Si](C)(C)C)=O (2-(6-chloro-1H-indazol-3-yl)-5-(2-trimethylsilanylethoxymethyl)-5H-pyrrolo[2,3-b]pyrazine-7-carboxylic acid [(R)-2-(3-cyano-azetidin-1-yl)-1-methyl-2-oxo-ethyl]-amide), C(C=C)Br (allyl bromide). Solvent: CN(C)C=O (DMF). Conditions: temperature 0 celsius, time 20 minute. The product is C(#N)C1CN(C1)C([C@@H](C)NC(=O)C1=CN(C2=NC=C(N=C21)C2=NN(C1=CC(=CC=C21)Cl)CC=C)COCC[Si](C)(C)C)=O (2-(1-allyl-6-chloro-1H-indazol-3-yl)-5-(2-trimethylsilanyl-ethoxymethyl)-5H-pyrrolo[2,3-b]pyrazine-7-carboxylic acid [(R)-2-(3-cyano-azetidin-1-yl)-1-methyl-2-oxo-ethyl]-amide). The yield is 92.2%. RXN SMILES: [C:1]([CH:3]1[CH2:6][N:5]([C:7](=[O:40])[C@H:8]([NH:10][C:11]([C:13]2[C:21]3[C:16](=[N:17][CH:18]=[C:19]([C:22]4[C:30]5[C:25](=[CH:26][C:27]([Cl:31])=[CH:28][CH:29]=5)[NH:24][N:23]=4)[N:20]=3)[N:15]([CH2:32][O:33][CH2:34][CH2:35][Si:36]([CH3:39])([CH3:38])[CH3:37])[CH:14]=2)=[O:12])[CH3:9])[CH2:4]1)#[N:2].[H-].[Na+].[CH2:43](Br)[CH:44]=[CH2:45]>CN(C=O)C>[C:1]([CH:3]1[CH2:6][N:5]([C:7](=[O:40])[C@H:8]([NH:10][C:11]([C:13]2[C:21]3[C:16](=[N:17][CH:18]=[C:19]([C:22]4[C:30]5[C:25](=[CH:26][C:27]([Cl:31])=[CH:28][CH:29]=5)[N:24]([CH2:45][CH:44]=[CH2:43])[N:23]=4)[N:20]=3)[N:15]([CH2:32][O:33][CH2:34][CH2:35][Si:36]([CH3:39])([CH3:38])[CH3:37])[CH:14]=2)=[O:12])[CH3:9])[CH2:4]1)#[N:2] |f:1.2|. Procedure: In a round-bottomed flask, 2-(6-chloro-1H-indazol-3-yl)-5-(2-trimethylsilanylethoxymethyl)-5H-pyrrolo[2,3-b]pyrazine-7-carboxylic acid [(R)-2-(3-cyano-azetidin-1-yl)-1-methyl-2-oxo-ethyl]-amide (see Example 23, 396 mg, 0.68 mmol) was dissolved in DMF (4.5 ml). The reaction mixture was cooled to 0° C. and sodium hydride (60% dispersion in mineral oil, 33 mg, 0.83 mmol) was added. The reaction mixture was stirred at 0° C. for 20 min then allyl bromide (65 μl, 0.75 mmol) was added. The reaction mix... The yield is 55.9%. Procedure: In the same manner as in Example 1, step 6 and using 7-(4-fluoro-3-methylphenylamino)-6-(4-phenylpiperidine-1-carbonyl)pyrazolo[1,5-a]pyrimidine-3-carboxylic acid (60 mg, 0.13 mmol) obtained in step 2 and ethanesulfonamide (56 mg, 0.51 mmol), the title compound (0.041 g, 57%) was obtained. Reactants: FC1=C(C=C(C=C1)NC1=C(C=NC=2N1N=CC2C(=O)O)C(=O)N2CCC(CC2)C2=CC=CC=C2)C (7-(4-Fluoro-3-methylphenylamino)-6-(4-phenylpiperidine-1-carbonyl)pyrazolo[1,5-a]pyrimidine-3-carboxylic acid), C(C)S(=O)(=O)N (ethanesulfonamide). The product is FC1=C(C=C(C=C1)NC1=C(C=NC=2N1N=CC2C(=O)NS(=O)(=O)CC)C(=O)N2CCC(CC2)C2=CC=CC=C2)C (N-[7-(4-Fluoro-3-methylphenylamino)-6-(4-phenylpiperidine-1-carbonyl)pyrazolo[1,5-a]pyrimidine-3-carbonyl]ethanesulfonamide). RXN SMILES: [F:1][C:2]1[CH:7]=[CH:6][C:5]([NH:8][C:9]2[N:14]3[N:15]=[CH:16][C:17]([C:18](O)=[O:19])=[C:13]3[N:12]=[CH:11][C:10]=2[C:21]([N:23]2[CH2:28][CH2:27][CH:26]([C:29]3[CH:34]=[CH:33][CH:32]=[CH:31][CH:30]=3)[CH2:25][CH2:24]2)=[O:22])=[CH:4][C:3]=1[CH3:35].[CH2:36]([S:38]([NH2:41])(=[O:40])=[O:39])[CH3:37]>>[F:1][C:2]1[CH:7]=[CH:6][C:5]([NH:8][C:9]2[N:14]3[N:15]=[CH:16][C:17]([C:18]([NH:41][S:38]([CH2:36][CH3:37])(=[O:40])=[O:39])=[O:19])=[C:13]3[N:12]=[CH:11][C:10]=2[C:21]([N:23]2[CH2:24][CH2:25][CH:26]([C:29]3[CH:34]=[CH:33][CH:32]=[CH:31][CH:30]=3)[CH2:27][CH2:28]2)=[O:22])=[CH:4][C:3]=1[CH3:35]. Reaction conditions: time 1 hour. Reaction SMILES: [CH2:1]([Mg]Br)[CH3:2].[C:5]([C:7]1[CH:12]=[CH:11][CH:10]=[CH:9][C:8]=1[CH2:13][C:14]([O:16]C)=O)#[N:6].Cl>CC(C)[O-].CC(C)[O-].CC(C)[O-].CC(C)[O-].[Ti+4].C(OCC)C>[C:5]12([CH2:2][CH2:1]1)[C:7]1[C:8](=[CH:9][CH:10]=[CH:11][CH:12]=1)[CH2:13][C:14](=[O:16])[NH:6]2 |f:3.4.5.6.7|. Solvent: C(C)OCC (diethyl ether), C(C)OCC (diethyl ether). The product is C12(NC(CC3=CC=CC=C13)=O)CC2 (2′H-spiro[cyclopropane-1,1′-isoquinolin]-3′(4′H)-one). Procedure: A diethyl ether solution (38 mL) of 2 M ethylmagnesium bromide was dropwise added at room temperature to a diethyl ether (200 mL) solution of methyl 2-cyanophenylacetate (10 g) and titanium tetraisopropoxide (17.9 g), and stirred for 1 hour. Aqueous 1 N hydrochloric acid solution was added to the reaction liquid, and the organic layer was separated. The aqueous layer was extracted with chloroform, the organic layer was washed with saturated saline water, and dried with anhydrous magnesium sulfat... The reactants are C(C)[Mg]Br (ethylmagnesium bromide), C(#N)C1=C(C=CC=C1)CC(=O)OC (methyl 2-cyanophenylacetate), Cl (hydrochloric acid). Reagents/catalysts: CC([O-])C.CC([O-])C.CC([O-])C.CC([O-])C.[Ti+4] (titanium tetraisopropoxide). The reactants are C[C@@H]1N[C@@H](C2=CC=CC=C2C1)C1=CC=C(C(=O)O)C=C1 (4-((1R,3S)-3-methyl-1,2,3,4-tetrahydroisoquinolin-1-yl)benzoic acid), FC1=CC=C(C=C1)N=C=O (1-fluoro-4-isocyanatobenzene). Solvent: C(Cl)Cl (CH2Cl2). Run at time 5 hour. The product is FC1=CC=C(C=C1)NC(=O)N1[C@@H](C2=CC=CC=C2C[C@@H]1C)C1=CC=C(C(=O)O)C=C1 (4-((1R,3S)-2-((4-fluorophenyl)carbamoyl)-3-methyl-1,2,3,4-tetrahydroisoquinolin-1-yl)benzoic acid). As a reaction SMILES: [CH3:1][C@H:2]1[CH2:11][C:10]2[C:5](=[CH:6][CH:7]=[CH:8][CH:9]=2)[C@@H:4]([C:12]2[CH:20]=[CH:19][C:15]([C:16]([OH:18])=[O:17])=[CH:14][CH:13]=2)[NH:3]1.[F:21][C:22]1[CH:27]=[CH:26][C:25]([N:28]=[C:29]=[O:30])=[CH:24][CH:23]=1>C(Cl)Cl>[F:21][C:22]1[CH:27]=[CH:26][C:25]([NH:28][C:29]([N:3]2[C@@H:2]([CH3:1])[CH2:11][C:10]3[C:5](=[CH:6][CH:7]=[CH:8][CH:9]=3)[C@H:4]2[C:12]2[CH:20]=[CH:19][C:15]([C:16]([OH:18])=[O:17])=[CH:14][CH:13]=2)=[O:30])=[CH:24][CH:23]=1. Procedure: To a solution of 4-((1R,3S)-3-methyl-1,2,3,4-tetrahydroisoquinolin-1-yl)benzoic acid (22 mg, 82 μmol) in CH2Cl2 (0.5 mL) at RT was added 1-fluoro-4-isocyanatobenzene (28 mg, 206 μmol). The reaction was stirred 5 h and directly purified by HPLC to give 4-((1R,3S)-2-((4-fluorophenyl)carbamoyl)-3-methyl-1,2,3,4-tetrahydroisoquinolin-1-yl)benzoic acid as a white solid. MS (ESI pos. ion) m/z: 405 (M+1). Starting materials: C(C1=CC=CC=C1)OC1=C(C=O)C=CC=C1C1=CC=CC=C1 (2-Benzyloxy-3-phenylbenzaldehyde), [Br-].C(C1=CC=CC=C1)[P+](C1=CC=CC=C1)(C1=CC=CC=C1)C1=CC=CC=C1 (benzyl triphenylphosphonium bromide). Procedure details: 2-Benzyloxy-3-phenylbenzaldehyde was reacted with benzyl triphenylphosphonium bromide using a similar method to that of Example 48 to give 2-benzyloxy-1-phenyl-3-styrylbenzene, which was hydrogenated using a similar method to that of Reference Example 29 to give 2-(2-phenethyl)-6-pherylphenol. Yields the product C(C1=CC=CC=C1)OC1=C(C=CC=C1C=CC1=CC=CC=C1)C1=CC=CC=C1 (2-benzyloxy-1-phenyl-3-styrylbenzene). Reaction SMILES: [CH2:1]([O:8][C:9]1[C:16]([C:17]2[CH:22]=[CH:21][CH:20]=[CH:19][CH:18]=2)=[CH:15][CH:14]=[CH:13][C:10]=1[CH:11]=O)[C:2]1[CH:7]=[CH:6][CH:5]=[CH:4][CH:3]=1.[Br-].[CH2:24]([P+](C1C=CC=CC=1)(C1C=CC=CC=1)C1C=CC=CC=1)[C:25]1[CH:30]=[CH:29][CH:28]=[CH:27][CH:26]=1>>[CH2:1]([O:8][C:9]1[C:10]([CH:11]=[CH:24][C:25]2[CH:30]=[CH:29][CH:28]=[CH:27][CH:26]=2)=[CH:13][CH:14]=[CH:15][C:16]=1[C:17]1[CH:22]=[CH:21][CH:20]=[CH:19][CH:18]=1)[C:2]1[CH:7]=[CH:6][CH:5]=[CH:4][CH:3]=1 |f:1.2|. The reactants are COC1=CC=C2C(=CC=NC2=C1)OCC(C)(C)N1C=C(C=CC1=O)NC(OC(C)(C)C)=O (tert-butyl 1-(1-(7-methoxyquinolin-4-yloxy)-2-methylpropan-2-yl)-6-oxo-1,6-dihydropyridin-3-ylcarbamate), C(=O)(C(F)(F)F)O (TFA). The solvent is C(Cl)Cl (CH2Cl2). Run at time 90 minute. The product is NC=1C=CC(N(C1)C(COC1=CC=NC2=CC(=CC=C12)OC)(C)C)=O (5-Amino-1-(1-(7-methoxyquinolin-4-yloxy)-2-methylpropan-2-yl)pyridin-2(1 H)-one). Reaction SMILES: [CH3:1][O:2][C:3]1[CH:12]=[C:11]2[C:6]([C:7]([O:13][CH2:14][C:15]([N:18]3[C:23](=[O:24])[CH:22]=[CH:21][C:20]([NH:25]C(=O)OC(C)(C)C)=[CH:19]3)([CH3:17])[CH3:16])=[CH:8][CH:9]=[N:10]2)=[CH:5][CH:4]=1.C(O)(C(F)(F)F)=O>C(Cl)Cl>[NH2:25][C:20]1[CH:21]=[CH:22][C:23](=[O:24])[N:18]([C:15]([CH3:16])([CH3:17])[CH2:14][O:13][C:7]2[C:6]3[C:11](=[CH:12][C:3]([O:2][CH3:1])=[CH:4][CH:5]=3)[N:10]=[CH:9][CH:8]=2)[CH:19]=1. Reported procedure: To a stirred solution of tert-butyl 1-(1-(7-methoxyquinolin-4-yloxy)-2-methylpropan-2-yl)-6-oxo-1,6-dihydropyridin-3-ylcarbamate (55 mg, 125 μmol) in CH2Cl2 (1 mL) was added TFA (3 mL). After 90 min at 23° C., the solvents were removed under reduced pressure. The residue was partitioned between CH2Cl2 and NaOH (1 M). The organic was dried over MgSO4, reduced to a brown solid under reduced pressure. MS (ESI pos. ion) m/z (MH+): 340. Calc'd exact mass for C19H21N3O3: 339. 1H NMR (400 MHz, Chlorofo... The reactants are Clc1cc(Br)cc2cn[nH]c12, [Li]C(C)(C)C, O=C([O-])O, CCCCC, CO, CCOCC, CN(C)C=O, [H-], [K+], [Na+], [Na+], C1CCOC1, O, O=S(=O)([O-])O. Yields the product O=Cc1cc(Cl)c2[nH]ncc2c1. Reaction SMILES: [Br:1][c:2]1[cH:3][c:4]2[cH:5][n:6][nH:7][c:8]2[c:9]([Cl:11])[cH:10]1.[C:14]([Li:15])([CH3:16])([CH3:17])[CH3:18].[C:30]([O-:31])(=[O:32])[OH:33].[CH3:19][CH2:20][CH2:21][CH2:22][CH3:23].[CH3:35][OH:36].[CH3:38][CH2:39][O:40][CH2:41][CH3:42].[CH3:43][N:44]([CH3:45])[CH:46]=[O:47].[H-:12].[K+:29].[Na+:13].[Na+:34].[O:48]1[CH2:49][CH2:50][CH2:51][CH2:52]1.[OH2:37].[S:24]([O-:25])([OH:26])(=[O:27])=[O:28]>>[c:2]1([CH:30]=[O:31])[cH:3][c:4]2[cH:5][n:6][nH:7][c:8]2[c:9]([Cl:11])[cH:10]1.